From a dataset of the Open Reaction Database (ORD), a public repository of structured organic reaction records. describe an organic reaction: reactants, conditions, products, and yield The reactants are [Br-], CC(=O)[O-], CC(=O)[O-], C=CCCCCCCCCCC, CCCC[N+](CCCC)(CCCC)CCCC, O=Cc1cc(Br)cc(C=O)c1O, [Na+], O=C([O-])O, [Pd+2]. Product: CCCCCCCCCCC=Cc1cc(C=O)c(O)c(C=O)c1. RXN SMILES: [Br-:30].[C:48]([O-:49])(=[O:50])[CH3:51].[C:52]([O-:53])(=[O:54])[CH3:55].[CH2:13]=[CH:14][CH2:15][CH2:16][CH2:17][CH2:18][CH2:19][CH2:20][CH2:21][CH2:22][CH2:23][CH3:24].[CH3:31][CH2:32][CH2:33][CH2:34][N+:35]([CH2:36][CH2:37][CH2:38][CH3:39])([CH2:40][CH2:41][CH2:42][CH3:43])[CH2:44][CH2:45][CH2:46][CH3:47].[CH:1](=[O:2])[c:3]1[c:4]([OH:12])[c:5]([CH:10]=[O:11])[cH:6][c:7]([Br:9])[cH:8]1.[Na+:29].[O-:25][C:26]([OH:27])=[O:28].[Pd+2:56]>>[CH:1](=[O:2])[c:3]1[c:4]([OH:12])[c:5]([CH:10]=[O:11])[cH:6][c:7]([CH:13]=[CH:14][CH2:15][CH2:16][CH2:17][CH2:18][CH2:19][CH2:20][CH2:21][CH2:22][CH2:23][CH3:24])[cH:8]1. Reactants: bromo ethyl acetate, CC1(C=2C=CC(=CC2C(CC1)=O)N=NC1=CC=C(C(=O)OCC)C=C1)C (ethyl 4-[(5,5-dimethyl-5,6-dihydro-naphthalen-8(7H)-one-2-yl)azo]benzoate). The reagents and catalysts are [Zn] (zinc). Solvent: C1=CC=CC=C1 (benzene). The product is CC1(C=2C=CC(=CC2C(CC1)(CC(=O)OCC)O)N=NC1=CC=C(C(=O)OCC)C=C1)C ((+/−) Ethyl 4-[(5,5-dimethyl-8-hydroxy-8-carbethoxymethyl-5,6,7,8-tetrahydronaphth-2-yl)azo]benzoate). RXN SMILES: [CH3:1][C:2]1([CH3:26])[CH2:11][CH2:10][C:9](=[O:12])[C:8]2[CH:7]=[C:6]([N:13]=[N:14][C:15]3[CH:25]=[CH:24][C:18]([C:19]([O:21][CH2:22][CH3:23])=[O:20])=[CH:17][CH:16]=3)[CH:5]=[CH:4][C:3]1=2>C1C=CC=CC=1.[Zn]>[CH3:26][C:2]1([CH3:1])[CH2:11][CH2:10][C:9]([OH:12])([CH2:18][C:19]([O:21][CH2:22][CH3:23])=[O:20])[C:8]2[CH:7]=[C:6]([N:13]=[N:14][C:15]3[CH:16]=[CH:17][C:18]([C:19]([O:21][CH2:22][CH3:23])=[O:20])=[CH:24][CH:25]=3)[CH:5]=[CH:4][C:3]1=2. Reported procedure: To a refluxing solution of zinc dust (0.15 g, 20 mesh, activated prior to use by washing with 2% of hydrochloric acid, water, 95% ethanol, acetone and anhydrous ether, then dried in vacuum for several hours) in 6 ml of dry benzene was slowly added a mixture of bromo ethyl acetate (0.082 ml, 0.74 mmol) and ethyl 4-[(5,5-dimethyl-5,6-dihydro-naphthalen-8(7H)-one-2-yl)azo]benzoate (Compound D10, 0.13 g, 0.371 mmol) in 6 ml of dry benzene. The resulting mixture was refluxed for 2 h then cooled to ro... The reactants are C(C)OC(C1=C(N=CC=C1)Cl)=O (2-Chloro-nicotinic acid ethyl ester), C([O-])([O-])=O.[Cs+].[Cs+] (cesium carbonate), O1COC2=C1C=CC(=C2)O (Benzo[1,3]dioxol-5-ol). The solvent is CN(C=O)C (dimethylformamide), O (water). Product: C(C)OC(C1=C(N=CC=C1)OC1=CC2=C(OCO2)C=C1)=O (2-(Benzo[1,3]dioxol-5-yloxy)-nicotinic acid ethyl ester). As a reaction SMILES: [CH2:1]([O:3][C:4](=[O:12])[C:5]1[CH:10]=[CH:9][CH:8]=[N:7][C:6]=1Cl)[CH3:2].C(=O)([O-])[O-].[Cs+].[Cs+].[O:19]1[C:23]2[CH:24]=[CH:25][C:26]([OH:28])=[CH:27][C:22]=2[O:21][CH2:20]1>CN(C)C=O.O>[CH2:1]([O:3][C:4](=[O:12])[C:5]1[CH:10]=[CH:9][CH:8]=[N:7][C:6]=1[O:28][C:26]1[CH:25]=[CH:24][C:23]2[O:19][CH2:20][O:21][C:22]=2[CH:27]=1)[CH3:2] |f:1.2.3|. Procedure: A solution 2-Chloro-nicotinic acid ethyl ester (5.0 grams, 27.0 mmole), cesium carbonate (2.96 grams, 67.5 mmole) and Benzo[1,3]dioxol-5-ol (4.19 grams, 29.7 mmole) in dimethylformamide (80 ml) was heated to 65° C. for 10 hours. The mixture was diluted with water and extracted with ethyl acetate. The combined extracts were washed with water and brine, dried over MgSO4, filtered, and concentrated to a solid (7.0 g). MW 287.275. The reactants are [OH-].[K+] (KOH), O=C1N(C(C=2NC(=NC2N1CCC)C1CC2CCC(C1)C2C(C(=O)O)C(=O)O)=O)CCC (2-[3-(2,6-Dioxo-1,3-dipropyl-2,3,6,7-tetrahydro-1H-purin-8-yl)-bicyclo[3.2.1]oct-8-yl]-malonic acid). Run in CO (MeOH). Yields the product O=C1N(C(C=2NC(=NC2N1CCC)C1CC2CCC(C1)C2CC(=O)O)=O)CCC ([3-(2,6-Dioxo-1,3-dipropyl-2,3,6,7-tetrahydro-1H-purin-8-yl)-bicyclo[3.2.1]oct-8-yl]-acetic acid). RXN SMILES: [O:1]=[C:2]1[N:10]([CH2:11][CH2:12][CH3:13])[C:9]2[N:8]=[C:7]([CH:14]3[CH2:20][CH:19]4[CH:21]([CH:22](C(O)=O)[C:23]([OH:25])=[O:24])[CH:16]([CH2:17][CH2:18]4)[CH2:15]3)[NH:6][C:5]=2[C:4](=[O:29])[N:3]1[CH2:30][CH2:31][CH3:32].[OH-].[K+]>CO>[O:1]=[C:2]1[N:10]([CH2:11][CH2:12][CH3:13])[C:9]2[N:8]=[C:7]([CH:14]3[CH2:20][CH:19]4[CH:21]([CH2:22][C:23]([OH:25])=[O:24])[CH:16]([CH2:17][CH2:18]4)[CH2:15]3)[NH:6][C:5]=2[C:4](=[O:29])[N:3]1[CH2:30][CH2:31][CH3:32] |f:1.2|. Procedure details: 2-[3-(2,6-Dioxo-1,3-dipropyl-2,3,6,7-tetrahydro-1H-purin-8-yl)-bicyclo[3.2.1]oct-8-yl]-malonic acid was converted to the product by refluxing in MeOH in the presence of 1N KOH (1 ml) for 2 days. Mass (ES+403). The reactants are ClC=1C=C(C=NC1Cl)[C@H](CNCCC1=CC=C(C=C1)O)O (4-[2-[[(2R)-2-(5,6-dichloro-3-pyridyl)-2-hydroxyethyl]amino]ethyl]phenol). Reagents/catalysts: [Br-].C[N+](C)(C)C (tetramethylammonium bromide), [Zn] (zinc). Run in C(C)(=O)OCC (ethyl acetate), O (water), C(C)(=O)O (acetic acid), O (water). Conditions: temperature 50 celsius, time 10 hour. Product: ClC=1C=C(C=NC1)[C@H](CNCCC1=CC=C(C=C1)O)O (4-[2-[[(2R)-2-(5-chloro-3-pyridyl)-2-hydroxyethyl]amino]ethyl]phenol). Yield: 65.7%. RXN SMILES: [Cl:1][C:2]1[CH:3]=[C:4]([C@@H:9]([OH:21])[CH2:10][NH:11][CH2:12][CH2:13][C:14]2[CH:19]=[CH:18][C:17]([OH:20])=[CH:16][CH:15]=2)[CH:5]=[N:6][C:7]=1Cl>C(O)(=O)C.O.[Br-].C[N+](C)(C)C.C(OCC)(=O)C.[Zn]>[Cl:1][C:2]1[CH:3]=[C:4]([C@@H:9]([OH:21])[CH2:10][NH:11][CH2:12][CH2:13][C:14]2[CH:15]=[CH:16][C:17]([OH:20])=[CH:18][CH:19]=2)[CH:5]=[N:6][CH:7]=1 |f:3.4|. Procedure: To a solution of 4-[2-[[(2R)-2-(5,6-dichloro-3-pyridyl)-2-hydroxyethyl]amino]ethyl]phenol (850 mg) in acetic acid (15 ml) and water (1.0 ml) were added tetramethylammonium bromide (5.2 mg) and zinc dust (509 mg), and the mixture was stirred at 50° C. for 10 hours under nitrogen. The mixture was diluted with ethyl acetate and water. The organic layer was separated, washed with brine, dried over magnesium sulfate and evaporated. The residue was purified by column chromatography on silica gel (hexa...